From a dataset of the Open Reaction Database (ORD), a public repository of structured organic reaction records. describe an organic reaction: reactants, conditions, products, and yield Starting materials: C1=CC=CC=2C3C4=CC=CC=C4C(C12)(C3)CN3CCC(CC3)=O (1-(9,10-dihydro-9,10-methanoanthracen-9-ylmethyl)-4-piperidinone), BrC=1C(=NC=C(C1)Cl)OC (3-bromo-5-chloro-2-methoxypyridine). Product: ClC=1C=C(C(=NC1)OC)C1(CCN(CC1)CC12C3=CC=CC=C3C(C=3C=CC=CC13)C2)O (4-(5-Chloro-2-methoxy-3-pyridyl)-1-(9,10-dihydro-9,10-methanoanthracen-9-ylmethyl)piperidin-4-ol). Isolated yield 25.0%. Reaction SMILES: [CH:1]1[C:14]2[C:13]3([CH2:16][N:17]4[CH2:22][CH2:21][C:20](=[O:23])[CH2:19][CH2:18]4)[CH2:15][CH:6]([C:7]4[C:12]3=[CH:11][CH:10]=[CH:9][CH:8]=4)[C:5]=2[CH:4]=[CH:3][CH:2]=1.Br[C:25]1[C:26]([O:32][CH3:33])=[N:27][CH:28]=[C:29]([Cl:31])[CH:30]=1>>[Cl:31][C:29]1[CH:30]=[C:25]([C:20]2([OH:23])[CH2:21][CH2:22][N:17]([CH2:16][C:13]34[CH2:15][CH:6]([C:7]5[CH:8]=[CH:9][CH:10]=[CH:11][C:12]=53)[C:5]3[C:14]4=[CH:1][CH:2]=[CH:3][CH:4]=3)[CH2:18][CH2:19]2)[C:26]([O:32][CH3:33])=[N:27][CH:28]=1. Procedure: Using a procedure similar to that described in example 1 except starting with 1-(9,10-dihydro-9,10-methanoanthracen-9-ylmethyl)-4-piperidinone (described in example 5d) and employing 3-bromo-5-chloro-2-methoxypyridine, the title compound was formed in 25% yield as a white solid, mp 195-200 C, (dec). free base: 1H NMR (CDCl3, 250 MHz) 7.99 (d, J=2.4 Hz, 1H), 7.50 (d, J=2.4 Hz, 1H), 7.20 (m, 4H), 6.93 (m, 4H), 4.27 (s, 1H), 3.99 (s, 3H), 3.58 (s, 1H), 3.47 (s, 2H), 2.82 (m, 4H), 2.60 (d, J=0.8 Hz,... Reactants: CN(C)C=O, O=C1NC(=O)C2CC12, ClCCl, [H-], CCCCCCCI, [Na+], C1CCOC1. Product: CCCCCCCN1C(=O)C2CC2C1=O. As a reaction SMILES: [CH3:19][N:20]([CH3:21])[CH:22]=[O:23].[CH:3]12[C:4](=[O:10])[NH:5][C:6](=[O:9])[CH:7]1[CH2:8]2.[Cl:29][CH2:30][Cl:31].[H-:1].[I:11][CH2:12][CH2:13][CH2:14][CH2:15][CH2:16][CH2:17][CH3:18].[Na+:2].[O:24]1[CH2:25][CH2:26][CH2:27][CH2:28]1>>[CH:3]12[C:4](=[O:10])[N:5]([CH2:12][CH2:13][CH2:14][CH2:15][CH2:16][CH2:17][CH3:18])[C:6](=[O:9])[CH:7]1[CH2:8]2. The reactants are N#N (N2), CN(C(=O)Cl)C (dimethylcarbamoyl chloride), NC1=NC=NN2C1=C(C(=C2C2CCNCC2)COC)C2=CC(=C(C=C2)NC(=O)NC2=C(C=CC(=C2)C(F)(F)F)F)F (1-{4-[4-amino-6-(methoxymethyl)-7-piperidin-4-ylpyrrolo[2,1-f][1,2,4]triazin-5-yl]-2-fluorophenyl}-3-[2-fluoro-5-(trifluoromethyl)phenyl]urea), ClCCCl (1,2-dichloroethane). The solvent is O1CCCC1 (Tetrahydrofuran). Reaction conditions: temperature 0 celsius. Yields the product NC1=NC=NN2C1=C(C(=C2C2CCN(CC2)C(=O)N(C)C)COC)C2=CC(=C(C=C2)NC(NC2=C(C=CC(=C2)C(F)(F)F)F)=O)F (4-{4-amino-5-[3-fluoro-4-({[2-fluoro-5-(trifluoromethyl)-phenyl]carbamoyl}amino)phenyl]-6-(methoxymethyl)-pyrrolo[2,1-f][1,2,4]-triazin-7-yl}-N,N-dimethylpiperidine-1-carboxamide). The yield is 17.8%. Reaction SMILES: N#N.[NH2:3][C:4]1[C:9]2=[C:10]([C:22]3[CH:27]=[CH:26][C:25]([NH:28][C:29]([NH:31][C:32]4[CH:37]=[C:36]([C:38]([F:41])([F:40])[F:39])[CH:35]=[CH:34][C:33]=4[F:42])=[O:30])=[C:24]([F:43])[CH:23]=3)[C:11]([CH2:19][O:20][CH3:21])=[C:12]([CH:13]3[CH2:18][CH2:17][NH:16][CH2:15][CH2:14]3)[N:8]2[N:7]=[CH:6][N:5]=1.ClCCCl.[CH3:48][N:49]([CH3:53])[C:50](Cl)=[O:51]>O1CCCC1>[NH2:3][C:4]1[C:9]2=[C:10]([C:22]3[CH:27]=[CH:26][C:25]([NH:28][C:29](=[O:30])[NH:31][C:32]4[CH:37]=[C:36]([C:38]([F:41])([F:39])[F:40])[CH:35]=[CH:34][C:33]=4[F:42])=[C:24]([F:43])[CH:23]=3)[C:11]([CH2:19][O:20][CH3:21])=[C:12]([CH:13]3[CH2:18][CH2:17][N:16]([C:50]([N:49]([CH3:53])[CH3:48])=[O:51])[CH2:15][CH2:14]3)[N:8]2[N:7]=[CH:6][N:5]=1. Reported procedure: To a flask charged with N2 was added 1-{4-[4-amino-6-(methoxymethyl)-7-piperidin-4-ylpyrrolo[2,1-f][1,2,4]triazin-5-yl]-2-fluorophenyl}-3-[2-fluoro-5-(trifluoro-methyl)phenyl]urea (Example 149) (30 mg, 0.052 mmol, 1.0 eq) and 1,2-dichloroethane (2 mL). Tetrahydrofuran was added dropwise until the reaction mixture was a complete solution. The solution was cooled to 0° C. and dimethylcarbamoyl chloride (4.7 μl, 1 eq) was added. The reaction mixture was allowed to gradually warm to rt over 17 hours... The reactants are [O-2].[Zn+2] (zinc oxide), C(C=C)(=O)O (acrylic acid). Solvent: CCCCCCC (heptane). Conditions: temperature 50 celsius, time 4 hour. Product: C(C=C)(=O)[O-].[Zn+2].C(C=C)(=O)[O-] (zinc acrylate). The yield is 100.0%. As a reaction SMILES: [O-2].[Zn+2:2].[C:3]([OH:7])(=[O:6])[CH:4]=[CH2:5]>CCCCCCC>[C:3]([O-:7])(=[O:6])[CH:4]=[CH2:5].[Zn+2:2].[C:3]([O-:7])(=[O:6])[CH:4]=[CH2:5] |f:0.1,4.5.6|. Reported procedure: In a jacketed kneader having an inner volume of 10 L and made of SUS-316, 1,140 g of heptane was placed as a solvent and 407 g of zinc oxide was added and they were stirred together till they formed a suspension. While the inner temperature of the kneader holding the suspension was retained at a temperature in the range of 5–30° C., 739 g of acrylic acid was gradually added to the suspension over a period of three hours till the temperature reached 40° C. At 40° C., the ensuant reaction was cont... The reactants are NC1=C(CS(=O)(=O)[O-])C=CC(=C1)F (2-amino-4-fluorobenzylsulfonate). Solvent: P(=O)(Cl)(Cl)Cl (phosphorous oxychloride). The product is FC1=CC2=C(CS(N2)(=O)=O)C=C1 (1,3-dihydro-6-fluoro-2,1-benzisothiazole 2,2-dioxide). Isolated yield 31.7%. Reaction SMILES: [NH2:1][C:2]1[CH:12]=[C:11]([F:13])[CH:10]=[CH:9][C:3]=1[CH2:4][S:5]([O-])(=[O:7])=[O:6]>P(Cl)(Cl)(Cl)=O>[F:13][C:11]1[CH:10]=[CH:9][C:3]2[CH2:4][S:5](=[O:7])(=[O:6])[NH:1][C:2]=2[CH:12]=1. Procedure: 2-amino-4-fluorobenzylsulfonate (11.0 g) was added to phosphorous oxychloride (100 ml) at 50° C. and the mixture was heated under reflux for 6 hours. The reaction mixture was concentrated in vacuo and the resulting grease was poured into ice-water mixture. A sodium hydroxide solution was added to the mixture at 0° C. until the mixture was basic. Insoluble material was filtered off and washed with water. The filtrate was treated with aqueous hydrochloric acid solution (pH=2.5). The crude product ...